This data is from the Open Reaction Database (ORD), a public repository of structured organic reaction records. The task is: describe an organic reaction: reactants, conditions, products, and yield The reactants are FC(C1=CC=C(CC(C#N)C#N)C=C1)(F)F ((4-(trifluoromethyl)benzyl)malononitrile), compound ( 72 ), C([O-])([O-])=O.[Cs+].[Cs+] (cesium carbonate), FC(S(=O)(=O)OCC(F)(F)F)(F)F (2,2,2-trifluoroethyl trifluoromethanesulfonate). Solvent: CN(C=O)C (N,N-dimethylformamide). Product: FC(CC(C#N)(C#N)CC1=CC=C(C=C1)C(F)(F)F)(F)F (2-(2,2,2-trifluoroethyl)-2-(4-(trifluoromethyl)benzyl)malononitrile). The yield is 44.0%. RXN SMILES: [F:1][C:2]([F:16])([F:15])[C:3]1[CH:14]=[CH:13][C:6]([CH2:7][CH:8]([C:11]#[N:12])[C:9]#[N:10])=[CH:5][CH:4]=1.C(=O)([O-])[O-].[Cs+].[Cs+].FC(F)(F)S(O[CH2:29][C:30]([F:33])([F:32])[F:31])(=O)=O>CN(C)C=O>[F:31][C:30]([F:33])([F:32])[CH2:29][C:8]([CH2:7][C:6]1[CH:5]=[CH:4][C:3]([C:2]([F:15])([F:16])[F:1])=[CH:14][CH:13]=1)([C:11]#[N:12])[C:9]#[N:10] |f:1.2.3|. Procedure: Using 1.0 g of (4-(trifluoromethyl)benzyl)malononitrile, 8 ml of N,N-dimethylformamide, 0.73 g of cesium carbonate, and 1.0 g of 2,2,2-trifluoroethyl trifluoromethanesulfonate, and according to the process described in the Production Example 1, there was obtained 0.58 g of 2-(2,2,2-trifluoroethyl)-2-(4-(trifluoromethyl)benzyl)malononitrile (the present compound (72)). The reactants are C1(CCCC1)OC=1C=C(C=CC1OC)C1(CCC2(CC1)OCCO2)C#C (4-(3-cyclopentyloxy-4-methoxyphenyl)-1,1-(ethylenedioxy)-4-ethynylcyclohexane), IC=1C=C(C(=O)OC)C=CC1 (methyl 3-iodobenzoate), ice water, cuprous iodide, C1(=CC=CC=C1)P(C1=CC=CC=C1)C1=CC=CC=C1 (triphenylphosphine), Cl (hydrochloric acid). Reagents/catalysts: C=1C=CC(=CC1)[P](C=2C=CC=CC2)(C=3C=CC=CC3)[Pd]([P](C=4C=CC=CC4)(C=5C=CC=CC5)C=6C=CC=CC6)([P](C=7C=CC=CC7)(C=8C=CC=CC8)C=9C=CC=CC9)[P](C=1C=CC=CC1)(C=1C=CC=CC1)C=1C=CC=CC1 (tetrakis(triphenylphosphine)palladium(0)). The solvent is N1CCCCC1 (piperidine). Reaction conditions: temperature 80 celsius. Yields the product C1(CCCC1)OC=1C=C(C=CC1OC)C1(CCC2(CC1)OCCO2)C#CC2=CC(=CC=C2)C(=O)OC (4-(3-cyclopentyloxy-4-methoxyphenyl)-1,1-(ethylenedioxy)-4-(3-carbomethoxyphenylethynyl)cyclohexane). RXN SMILES: [CH:1]1([O:6][C:7]2[CH:8]=[C:9]([C:15]3([C:25]#[CH:26])[CH2:20][CH2:19][C:18]4([O:24][CH2:23][CH2:22][O:21]4)[CH2:17][CH2:16]3)[CH:10]=[CH:11][C:12]=2[O:13][CH3:14])[CH2:5][CH2:4][CH2:3][CH2:2]1.I[C:28]1[CH:29]=[C:30]([CH:35]=[CH:36][CH:37]=1)[C:31]([O:33][CH3:34])=[O:32].C1(P(C2C=CC=CC=2)C2C=CC=CC=2)C=CC=CC=1.Cl>N1CCCCC1.C1C=CC([P]([Pd]([P](C2C=CC=CC=2)(C2C=CC=CC=2)C2C=CC=CC=2)([P](C2C=CC=CC=2)(C2C=CC=CC=2)C2C=CC=CC=2)[P](C2C=CC=CC=2)(C2C=CC=CC=2)C2C=CC=CC=2)(C2C=CC=CC=2)C2C=CC=CC=2)=CC=1>[CH:1]1([O:6][C:7]2[CH:8]=[C:9]([C:15]3([C:25]#[C:26][C:28]4[CH:37]=[CH:36][CH:35]=[C:30]([C:31]([O:33][CH3:34])=[O:32])[CH:29]=4)[CH2:20][CH2:19][C:18]4([O:21][CH2:22][CH2:23][O:24]4)[CH2:17][CH2:16]3)[CH:10]=[CH:11][C:12]=2[O:13][CH3:14])[CH2:2][CH2:3][CH2:4][CH2:5]1 |^1:67,69,88,107|. Reported procedure: A mixture of 4-(3-cyclopentyloxy-4-methoxyphenyl)-1,1-(ethylenedioxy)-4-ethynylcyclohexane (0.150 g, 0.421 mmol) and methyl 3-iodobenzoate (0.110 g, 0.421 mmol) in piperidine (2.1 mL, dry) under an argon atmosphere was treated with a mixture of tetrakis(triphenylphosphine)palladium(0) (0.020 g, 0.017 mmol), cuprous iodide (0.010 g, 0.053 mmol) and triphenylphosphine (crystal) and the mixture was heated at 80° C. for 40 min. The reaction mixture was chilled to 0° C., was poured into ice-water, wa... The reactants are [Cu]I, [F-], C[Si](C)(C)C(F)(F)F, Cc1cc(Cn2cc(I)c(C(F)(F)C(F)(F)F)n2)ccc1[N+](=O)[O-], [K+], CN(C)C=O, O. Yields the product Cc1cc(Cn2cc(C(F)(F)F)c(C(F)(F)C(F)(F)F)n2)ccc1[N+](=O)[O-]. As a reaction SMILES: [Cu:41][I:42].[F-:33].[F:25][C:26]([F:27])([F:28])[Si:29]([CH3:30])([CH3:31])[CH3:32].[I:1][c:2]1[c:3]([C:18]([C:19]([F:20])([F:21])[F:22])([F:23])[F:24])[n:4][n:5]([CH2:7][c:8]2[cH:9][c:10]([CH3:17])[c:11]([N+:14](=[O:15])[O-:16])[cH:12][cH:13]2)[cH:6]1.[K+:34].[O:36]=[CH:37][N:38]([CH3:39])[CH3:40].[OH2:35]>>[c:2]1([C:26]([F:25])([F:27])[F:28])[c:3]([C:18]([C:19]([F:20])([F:21])[F:22])([F:23])[F:24])[n:4][n:5]([CH2:7][c:8]2[cH:9][c:10]([CH3:17])[c:11]([N+:14](=[O:15])[O-:16])[cH:12][cH:13]2)[cH:6]1. The reactants are FC1=NC(=C(C(=C1F)C#CC1=CC=C(N)C=C1)F)F (4-((perfluoropyridin-4-yl)ethynyl)aniline), ( 13a ), L-Boc-Orn(Boc)-OH, P(=O)(Cl)(Cl)Cl (phosphorus oxychloride), O=C([C@H](CCCNC(OC(C)(C)C)=O)NC(OC(C)(C)C)=O)NC1=CC=C(C=C1)C#CC1=C(C(=NC(=C1F)F)F)F ((S)-Di-tert-butyl (5-oxo-5-((4-((perfluoropyridin-4-yl)ethynyl)phenyl)amino)pentane-1,4-diyl)dicarbamate). The solvent is N1=CC=CC=C1 (pyridine), N1=CC=CC=C1 (pyridine), Cl (HCl). Run at temperature -25 celsius, time 15 minute. Yields the product Cl.Cl.N[C@H](C(=O)NC1=CC=C(C=C1)C#CC1=C(C(=NC(=C1F)F)F)F)CCCN ((S)-2,5-Diamino-N-(4-((perfluoropyridin-4-yl)ethynyl)phenyl)pentanamide Dihydrochloride). Isolated yield 51.9%. RXN SMILES: P(Cl)(Cl)([Cl:3])=O.FC1C(F)=C(C#CC2C=CC(N)=CC=2)C(F)=C(F)N=1.[O:25]=[C:26]([NH:47][C:48]1[CH:53]=[CH:52][C:51]([C:54]#[C:55][C:56]2[C:61]([F:62])=[C:60]([F:63])[N:59]=[C:58]([F:64])[C:57]=2[F:65])=[CH:50][CH:49]=1)[C@@H:27]([NH:39]C(=O)OC(C)(C)C)[CH2:28][CH2:29][CH2:30][NH:31]C(=O)OC(C)(C)C>N1C=CC=CC=1.Cl>[ClH:3].[ClH:3].[NH2:39][C@@H:27]([CH2:28][CH2:29][CH2:30][NH2:31])[C:26]([NH:47][C:48]1[CH:53]=[CH:52][C:51]([C:54]#[C:55][C:56]2[C:61]([F:62])=[C:60]([F:63])[N:59]=[C:58]([F:64])[C:57]=2[F:65])=[CH:50][CH:49]=1)=[O:25] |f:5.6.7|. Procedure: L-Boc-Orn(Boc)-OH (0.25 g, 0.75 mmol) was dissolved in 1.5 mL of pyridine. The solution was cooled to −25° C. and phosphorus oxychloride (0.12 g, 0.75 mmol) was added dropwise with vigorous stirring. After stirring for 15 min. at −25° C., 4-((perfluoropyridin-4-yl)ethynyl)aniline, (13a) (0.10 g, 0.38 mmol) in pyridine (1.5 mL) was added slowly. The reaction mixture was stirred for 0.5 h at −25° C. and then at room temperature for 10 h. The reaction mixture was quenched with ice/water and extract...